From a dataset of the Open Reaction Database (ORD), a public repository of structured organic reaction records. describe an organic reaction: reactants, conditions, products, and yield Starting materials: C1(CCCCC1)N=C=O (cyclohexyl isocyanate), C(CCC)[Li] (n-butyl lithium), hexanes, ClC1=C(C=CC(=C1)Cl)C=1N=CN(C1C1=CC=C(C=C1)Cl)C (4-(2,4-dichlorophenyl)-5-(4-chlorophenyl)-1-methylimidazole). Solvent: C1CCOC1 (THF). Run at time 1 hour. Yields the product C1(CCCCC1)NC(=O)C=1N(C(=C(N1)C1=C(C=C(C=C1)Cl)Cl)C1=CC=C(C=C1)Cl)C (N-(Cyclohexyl)-4-(2,4-dichlorophenyl)-5-(4-chlorophenyl)-1-methylimidazole-2-carboxamide). Reaction SMILES: [Cl:1][C:2]1[CH:7]=[C:6]([Cl:8])[CH:5]=[CH:4][C:3]=1[C:9]1[N:10]=[CH:11][N:12]([CH3:21])[C:13]=1[C:14]1[CH:19]=[CH:18][C:17]([Cl:20])=[CH:16][CH:15]=1.C([Li])CCC.[CH:27]1([N:33]=[C:34]=[O:35])[CH2:32][CH2:31][CH2:30][CH2:29][CH2:28]1>C1COCC1>[CH:27]1([NH:33][C:34]([C:11]2[N:12]([CH3:21])[C:13]([C:14]3[CH:19]=[CH:18][C:17]([Cl:20])=[CH:16][CH:15]=3)=[C:9]([C:3]3[CH:4]=[CH:5][C:6]([Cl:8])=[CH:7][C:2]=3[Cl:1])[N:10]=2)=[O:35])[CH2:32][CH2:31][CH2:30][CH2:29][CH2:28]1. Procedure: To a solution of 4-(2,4-dichlorophenyl)-5-(4-chlorophenyl)-1-methylimidazole (50 mg, 0.15 mmol) from Example 32, Step C (lower Rf isomer) in THF (2.5 mL) cooled to −70° C. in a dry ice/acetone bath was added 1.6N n-butyl lithium in hexanes (0.120 mL, 0.18 mmol). The reaction was stirred for 1 hr and then cyclohexyl isocyanate (0.040 mL, 0.30 mmol) was added via syringe. The reaction was allowed to warm to rt for 1 hr and was then quenched with aq. sodium bicarbonate and extracted twice with ethy... Starting materials: ClC1=NC=CC2=C1C=C(S2)S(=O)[O-].[Li+] (Lithium 4-chlorothieno[3,2-c]pyridine-2-sulfinate), CC1=CC=C(CBr)C=C1 (4-methylbenzylbromide), C(C)(C)(C)OC(=O)N1CCNCC1 (tert-butyl-piperazine-1-carboxylate). Solvent: C(C)#N (acetonitrile). The product is CC1=CC=C(CS(=O)(=O)C2=CC=3C(=NC=CC3S2)N2CCN(CC2)C(=O)OC(C)(C)C)C=C1 (tert-Butyl 4-{2-[(4-methylbenzyl)sulfonyl]thieno[3,2-c]pyridin-4-yl}piperazine-1-carboxylate). Reaction SMILES: Cl[C:2]1[C:7]2[CH:8]=[C:9]([S:11]([O-:13])=[O:12])[S:10][C:6]=2[CH:5]=[CH:4][N:3]=1.[Li+].[CH3:15][C:16]1[CH:23]=[CH:22][C:19]([CH2:20]Br)=[CH:18][CH:17]=1.[C:24]([O:28][C:29]([N:31]1[CH2:36][CH2:35][NH:34][CH2:33][CH2:32]1)=[O:30])([CH3:27])([CH3:26])[CH3:25]>C(#N)C>[CH3:15][C:16]1[CH:23]=[CH:22][C:19]([CH2:20][S:11]([C:9]2[S:10][C:6]3[CH:5]=[CH:4][N:3]=[C:2]([N:34]4[CH2:33][CH2:32][N:31]([C:29]([O:28][C:24]([CH3:27])([CH3:26])[CH3:25])=[O:30])[CH2:36][CH2:35]4)[C:7]=3[CH:8]=2)(=[O:13])=[O:12])=[CH:18][CH:17]=1 |f:0.1|. Reported procedure: Lithium 4-chlorothieno[3,2-c]pyridine-2-sulfinate (0.44 mmol) was treated with 4-methylbenzylbromide (0.59 mmol) as described in Method P above and then reacted further with tert-butyl-piperazine-1-carboxylate as described in Method Q. Yield 0.005 g (3% over two steps). Beige solid. 1H NMR (300 MHz, CDCl3) δ 8.15 (d, J=6 Hz 1H), 7.40 (s, 1H), 7.00-7.16 (m, 4H), 4.42 (s, 2H), 3.46-3.60 (m, 4H), 3.37-3.46 (m, 4H), 2.34 (s, 3H), 1.49 (s, 9H); MS (ESI+) for C24H29N3O4S2 m/z 488 (M+H)+. HPLC 69%, RT ... Starting materials: CC1CC1CN(C)c1cc(C2CO2)cc(N(C)S(C)(=O)=O)n1, CCO, [NH4+], [OH-]. Yields the product CC1CC1CN(C)c1cc(C(O)CN)cc(N(C)S(C)(=O)=O)n1. Reaction SMILES: [CH3:1][N:2]([S:3](=[O:4])(=[O:5])[CH3:6])[c:7]1[n:8][c:9]([N:16]([CH2:17][CH:18]2[CH:19]([CH3:21])[CH2:20]2)[CH3:22])[cH:10][c:11]([CH:13]2[O:14][CH2:15]2)[cH:12]1.[CH3:25][CH2:26][OH:27].[NH4+:24].[OH-:23]>>[CH3:1][N:2]([S:3](=[O:4])(=[O:5])[CH3:6])[c:7]1[n:8][c:9]([N:16]([CH2:17][CH:18]2[CH:19]([CH3:21])[CH2:20]2)[CH3:22])[cH:10][c:11]([CH:13]([OH:14])[CH2:15][NH2:24])[cH:12]1. The reactants are crude product, bis(benzylideneacetone) palladium(0), O1C(=CC=C1)P(C=1OC=CC1)C=1OC=CC1 (tri(2-furyl)phosphine), O[C@H](C)[C@@H]1[C@@H]2N(C(C(C2)=O)C(=O)OCC2=CC=C(C=C2)[N+](=O)[O-])C1=O (4-nitrobenzyl (5R,6S)-6-((1R)-1-hydroxyethyl) -2-oxo-1-carbapenam-3-carboxylate), C(C)(C)N(CC)C(C)C (diisopropylethylamine), FC(S(=O)(=O)OS(=O)(=O)C(F)(F)F)(F)F (trifluoromethanesulfonic anhydride), C(=C)[Sn](CCCC)(CCCC)CCCC (vinyl(tri-n-butyl)tin). Reagents/catalysts: [Cl-].[Zn+2].[Cl-] (zinc chloride). Run in C(C)(=O)OCC (ethyl acetate), C(C)#N (acetonitrile), C(C)(=O)OCC (ethyl acetate), CN1C(CCC1)=O (N-methylpyrrolidinone). Run at time 2 hour. Yields the product O[C@H](C)[C@@H]1[C@@H]2N(C(=C(C2)C=C)C(=O)OCC2=CC=C(C=C2)[N+](=O)[O-])C1=O (4-Nitrobenzyl (5R,6S)-6-((1R)-1-hydroxyethyl)-2-vinyl-1-carbapen-2-em-3-carboxylate). Isolated yield 45.7%. RXN SMILES: [OH:1][C@@H:2]([C@H:4]1[C:24](=[O:25])[N:6]2[CH:7]([C:11]([O:13][CH2:14][C:15]3[CH:20]=[CH:19][C:18]([N+:21]([O-:23])=[O:22])=[CH:17][CH:16]=3)=[O:12])[C:8](=O)[CH2:9][C@H:5]12)[CH3:3].[CH:26](N(C(C)C)CC)(C)[CH3:27].FC(F)(F)S(OS(C(F)(F)F)(=O)=O)(=O)=O.O1C=CC=C1P(C1OC=CC=1)C1OC=CC=1.C([Sn](CCCC)(CCCC)CCCC)=C>C(#N)C.CN1CCCC1=O.[Cl-].[Zn+2].[Cl-].C(OCC)(=O)C>[OH:1][C@@H:2]([C@H:4]1[C:24](=[O:25])[N:6]2[C:7]([C:11]([O:13][CH2:14][C:15]3[CH:20]=[CH:19][C:18]([N+:21]([O-:23])=[O:22])=[CH:17][CH:16]=3)=[O:12])=[C:8]([CH:26]=[CH2:27])[CH2:9][C@H:5]12)[CH3:3] |f:7.8.9|. Procedure: Under a nitrogen atmosphere, to a solution of 128 mg (0.368 mmol) of 4-nitrobenzyl (5R,6S)-6-((1R)-1-hydroxyethyl) -2-oxo-1-carbapenam-3-carboxylate in acetonitrile (3 ml), followed by 0.065 ml (0.37 mmol) of diisopropylethylamine at -45° C., followed by 0.062 ml (0.37 mmol) of trifluoromethanesulfonic anhydride, and the mixture was stirred for 2 hours at the same temperature. To the reaction mixture was added ethyl acetate (3 ml), and the organic layer was washed with saturated aqueous sodium b... Reactants: C(C)(C)(C)OC(NC1(COC(OC1)(C)C)C#CC1=CC(=C(C=C1)OCCCCCCC)CO[Si](C)(C)C(C)(C)C)=O ({5-[3-(t-butyldimethylsilyloxymethyl)-4-heptyloxyphenylethynyl]-2,2-dimethyl-1,3-dioxan-5-yl}carbamic Acid t-butyl Ester). The reagents and catalysts are [C].[Pd] (palladium carbon). Run in O1CCOCC1 (1,4-dioxane). Run at time 16 hour. Product: C(C)(C)(C)OC(NC1(COC(OC1)(C)C)CCC1=CC(=C(C=C1)OCCCCCCC)CO)=O ({2,2-dimethyl-5-[2-(4-heptyloxy-3-hydroxymethylphenyl)ethyl]-1,3-dioxan-5-yl}carbamic Acid t-butyl Ester). Yield: 63.0%. Reaction SMILES: [C:1]([O:5][C:6](=[O:41])[NH:7][C:8]1([C:16]#[C:17][C:18]2[CH:23]=[CH:22][C:21]([O:24][CH2:25][CH2:26][CH2:27][CH2:28][CH2:29][CH2:30][CH3:31])=[C:20]([CH2:32][O:33][Si](C(C)(C)C)(C)C)[CH:19]=2)[CH2:13][O:12][C:11]([CH3:15])([CH3:14])[O:10][CH2:9]1)([CH3:4])([CH3:3])[CH3:2]>O1CCOCC1.[C].[Pd]>[C:1]([O:5][C:6](=[O:41])[NH:7][C:8]1([CH2:16][CH2:17][C:18]2[CH:23]=[CH:22][C:21]([O:24][CH2:25][CH2:26][CH2:27][CH2:28][CH2:29][CH2:30][CH3:31])=[C:20]([CH2:32][OH:33])[CH:19]=2)[CH2:9][O:10][C:11]([CH3:15])([CH3:14])[O:12][CH2:13]1)([CH3:2])([CH3:3])[CH3:4] |f:2.3|. Procedure details: Compound 34-4 (11.7 g) was dissolved in 1,4-dioxane (150 ml), 10% palladium carbon (12.0 g) was added, and the mixture was stirred at room temperature for 16 hr under a hydrogen atmosphere. The inside of the reaction container was displaced with nitrogen, the solution was filtrated, and the filtrate was concentrated. To a solution of the obtained residue in tetrahydrofuran (100 ml) was added 1M tetrabutylammonium fluoride-tetrahydrofuran solution (20 ml) under ice-cooling, and the mixture was st...